describe an organic reaction: reactants, conditions, products, and yield From a dataset of the Open Reaction Database (ORD), a public repository of structured organic reaction records. Starting materials: C(C)(C)N(CC)C(C)C (diisopropylethylamine), COC1=CC=C(C=C1)S (4-methoxybenzenethiol), Cl (hydrochloric acid), C(C1=CC=CC=C1)OC(C(CO)NC(=O)OC(C)(C)C)=O (2-t-butoxycarbonylamino-3-hydroxypropionic acid benzyl ester). Run in ClCCl (dichloromethane), ClCCl (dichloromethane), C(C)N(CC)CC (triethylamine), S(=O)(=O)(C)Cl (mesyl chloride). Reaction conditions: temperature 4 celsius, time 30 minute. Yields the product C(C1=CC=CC=C1)OC(C(CSC1=CC=C(C=C1)OC)NC(=O)OC(C)(C)C)=O (2-t-butoxycarbonylamino-3-(4-methoxyphenylthio)propionic acid benzyl ester). Reaction SMILES: [CH2:1]([O:8][C:9](=[O:21])[CH:10]([NH:13][C:14]([O:16][C:17]([CH3:20])([CH3:19])[CH3:18])=[O:15])[CH2:11]O)[C:2]1[CH:7]=[CH:6][CH:5]=[CH:4][CH:3]=1.Cl.C(N(C(C)C)CC)(C)C.[CH3:32][O:33][C:34]1[CH:39]=[CH:38][C:37]([SH:40])=[CH:36][CH:35]=1>ClCCl.C(N(CC)CC)C.S(Cl)(C)(=O)=O>[CH2:1]([O:8][C:9](=[O:21])[CH:10]([NH:13][C:14]([O:16][C:17]([CH3:20])([CH3:19])[CH3:18])=[O:15])[CH2:11][S:40][C:37]1[CH:38]=[CH:39][C:34]([O:33][CH3:32])=[CH:35][CH:36]=1)[C:2]1[CH:7]=[CH:6][CH:5]=[CH:4][CH:3]=1. Procedure: To a solution of 2-t-butoxycarbonylamino-3-hydroxypropionic acid benzyl ester (29.5 g) in dichloromethane (300 ml), triethylamine (21 ml) and mesyl chloride (8.6 ml) were added and the reaction solution was stirred for 30 minutes at 4° C. The reaction solution was added to 1 N hydrochloric acid cooling with ice. The obtained yellow oil was dissolved into dichloromethane (300 ml), and diisopropylethylamine (17 ml) and 4-methoxybenzenethiol (12 ml) were added thereto at 4° C. and the reaction solu... Reactants: N1CCC(CC1)OC1=CC(=C(C(=O)N2CCC(CC2)N2C(OCC3=C2C=CC=C3)=O)C=C1F)OC (1-(1-(4-(4-piperidinyloxy)-5-fluoro-2-methoxybenzoyl)piperidin-4-yl)-4H-3,1-benzoxazin-2(1H)-one), C(C)(=O)OC(C)=O (acetic anhydride), CCN(C(C)C)C(C)C (DIEA). The solvent is C(Cl)Cl (DCM), C(Cl)Cl (DCM). Conditions: time 24 hour. Yields the product C(C)(=O)N1CCC(CC1)OC1=CC(=C(C(=O)N2CCC(CC2)N2C(OCC3=C2C=CC=C3)=O)C=C1F)OC (1-(1-(4-(N-acetyl-4-piperidinyloxy)-5-fluoro-2-methoxybenzoyl)piperidin-4-yl) -4H-3,1-benzoxazin-2(1H)-one). As a reaction SMILES: [NH:1]1[CH2:6][CH2:5][CH:4]([O:7][C:8]2[C:32]([F:33])=[CH:31][C:11]([C:12]([N:14]3[CH2:19][CH2:18][CH:17]([N:20]4[C:25]5[CH:26]=[CH:27][CH:28]=[CH:29][C:24]=5[CH2:23][O:22][C:21]4=[O:30])[CH2:16][CH2:15]3)=[O:13])=[C:10]([O:34][CH3:35])[CH:9]=2)[CH2:3][CH2:2]1.[C:36](OC(=O)C)(=[O:38])[CH3:37].CCN(C(C)C)C(C)C>C(Cl)Cl>[C:36]([N:1]1[CH2:6][CH2:5][CH:4]([O:7][C:8]2[C:32]([F:33])=[CH:31][C:11]([C:12]([N:14]3[CH2:15][CH2:16][CH:17]([N:20]4[C:25]5[CH:26]=[CH:27][CH:28]=[CH:29][C:24]=5[CH2:23][O:22][C:21]4=[O:30])[CH2:18][CH2:19]3)=[O:13])=[C:10]([O:34][CH3:35])[CH:9]=2)[CH2:3][CH2:2]1)(=[O:38])[CH3:37]. Reported procedure: To a stirred solution of 1-(1-(4-(4-piperidinyloxy)-5-fluoro-2-methoxybenzoyl)piperidin-4-yl)-4H-3,1-benzoxazin-2(1H)-one of Example 16 (200 mg, 0.41 mmol) in DCM (5 mL) at ambient temperature was added acetic anhydride (77 mg, 0.75 mmol) and DIEA (0.17 mL, 1.0 mmol). The solution was stirred at ambient temperature for 24 h, diluted with DCM (20 mL), washed with saturated aqueous NaHCO3 (50 mL), dried (MgSO4), and filtered. The solvent was removed under reduced pressure and the residue was purif...